Dataset: the Open Reaction Database (ORD), a public repository of structured organic reaction records. Task: describe an organic reaction: reactants, conditions, products, and yield Starting materials: THF tetrabutylammonium fluoride, C(C1=CC=CC=C1)N1C(C(C2=CC=CC=C12)(O)C1=CC(=C(C(=C1)C)O[Si](C)(C)C(C)(C)C)C)=O (1-benzyl-3-[4-(tert-butyl-dimethyl-silanyloxy)-3,5-dimethyl-phenyl]-3-hydroxy-1,3-dihydro-indol-2-one), C(C)(=O)OCC (ethyl acetate). Solvent: C1CCOC1 (THF). The product is C(C1=CC=CC=C1)N1C(C(C2=CC=CC=C12)(C1=CC(=C(C(=C1)C)O)C)O)=O (1-Benzyl-3-hydroxy-3-(4-hydroxy-3,5-dimethyl-phenyl)-1,3-dihydro-indol-2-one). Isolated yield 107.6%. RXN SMILES: [CH2:1]([N:8]1[C:16]2[C:11](=[CH:12][CH:13]=[CH:14][CH:15]=2)[C:10]([C:18]2[CH:23]=[C:22]([CH3:24])[C:21]([O:25][Si](C(C)(C)C)(C)C)=[C:20]([CH3:33])[CH:19]=2)([OH:17])[C:9]1=[O:34])[C:2]1[CH:7]=[CH:6][CH:5]=[CH:4][CH:3]=1.C(OCC)(=O)C>C1COCC1>[CH2:1]([N:8]1[C:16]2[C:11](=[CH:12][CH:13]=[CH:14][CH:15]=2)[C:10]([OH:17])([C:18]2[CH:23]=[C:22]([CH3:24])[C:21]([OH:25])=[C:20]([CH3:33])[CH:19]=2)[C:9]1=[O:34])[C:2]1[CH:7]=[CH:6][CH:5]=[CH:4][CH:3]=1. Reported procedure: Dissolve 1-benzyl-3-[4-(tert-butyl-dimethyl-silanyloxy)-3,5-dimethyl-phenyl]-3-hydroxy-1,3-dihydro-indol-2-one (152 mg, 0.3 mmol) in THF (5 mL) and treat with 1.0M in THF tetrabutylammonium fluoride (0.36 mL, 0.36 mmol) for 6 h. Pour into ethyl acetate (25 mL) and wash with water (3×25 mL) and brine (25 mL). Dry (MgSO4), filter and concentrate in vacuo to give a summy residue. Purify by flash chromatography (gradient of 5% EtOAc/hexanes to 50% EtOAc/hexanes) to give 116 mg (98%) of the title com... The reactants are S(=O)(=O)(OCCC#C)C1=CC=C(C)C=C1 (3-butynyl tosylate), N1=C(C=CC=C1)N1CCNCC1 (1-(2-pyridinyl)piperazine), C([O-])(O)=O.[Na+] (sodium bicarbonate), CN(C=O)C (dimethylformamide). Yields the product N1=C(C=CC=C1)C1N(CCNC1)CCC#C (4-[(2-pyridyl)-1-piperazinyl]-1-butyne). As a reaction SMILES: S([C:9]1[CH:15]=[CH:14][C:12]([CH3:13])=[CH:11][CH:10]=1)(OCCC#C)(=O)=O.N1C=[CH:20][CH:19]=[CH:18][C:17]=1[N:22]1CC[NH:25][CH2:24][CH2:23]1.C(=O)(O)[O-].[Na+].C[N:34](C)C=O>>[N:34]1[CH:11]=[CH:10][CH:9]=[CH:15][C:14]=1[CH:12]1[CH2:13][NH:25][CH2:24][CH2:23][N:22]1[CH2:17][CH2:18][C:19]#[CH:20] |f:2.3|. Reported procedure: A solution of 3-butynyl tosylate (25.0 g, 0.11 mol), 1-(2-pyridinyl)piperazine (12.1 g, 0.074 mol), and sodium bicarbonate (6.9 g, 0.082 mol) in 200 mL of dimethylformamide is heated at 80° C. for 18 hours. The solvent is removed under reduced pressure, and the residue is partitioned between 200 mL of dichloromethane and 200 mL of water. The aqueous layer is extracted with 100 mL of dichloromethane and the combined organic layers are dried (sodium sulfate), and the solvent is removed in vacuo. T...